This data is from the Open Reaction Database (ORD), a public repository of structured organic reaction records. The task is: describe an organic reaction: reactants, conditions, products, and yield Starting materials: CC(=O)c1nc(N)nc(N)c1-c1ccc(Cl)cc1, CC(=O)[O-], CCO, Cl, NO, [Na+], O. Yields the product CC(=NO)c1nc(N)nc(N)c1-c1ccc(Cl)cc1. As a reaction SMILES: [CH3:1][C:2](=[O:3])[c:4]1[n:5][c:6]([NH2:18])[n:7][c:8]([NH2:17])[c:9]1-[c:10]1[cH:11][cH:12][c:13]([Cl:16])[cH:14][cH:15]1.[CH3:23][C:24](=[O:25])[O-:26].[CH3:28][CH2:29][OH:30].[ClH:21].[NH2:19][OH:20].[Na+:22].[OH2:27]>>[CH3:1][C:2]([c:4]1[n:5][c:6]([NH2:18])[n:7][c:8]([NH2:17])[c:9]1-[c:10]1[cH:11][cH:12][c:13]([Cl:16])[cH:14][cH:15]1)=[N:19][OH:20]. Reactants: COC1=C2C=C(NC2=CC=C1)C (4-Methoxy-2-methyl-1H-indole), [H-].[Na+] (sodium hydride), CCCCCC (hexane), ClCC1=C(C=CC=C1Cl)Cl (α,2,6-trichlorotoluene). Run in CN(C)C=O (DMF), CN(C)C=O (DMF), O (water). Run at time 0.67 hour. Product: ClC1=C(C(=CC=C1)Cl)CN1C(=CC2=C(C=CC=C12)OC)C (1-[(2,6-dichlorophenyl)methyl]-4-methoxy-2-methyl-1H-indole). The yield is 84.3%. RXN SMILES: [CH3:1][O:2][C:3]1[CH:11]=[CH:10][CH:9]=[C:8]2[C:4]=1[CH:5]=[C:6]([CH3:12])[NH:7]2.[H-].[Na+].CCCCCC.Cl[CH2:22][C:23]1[C:28]([Cl:29])=[CH:27][CH:26]=[CH:25][C:24]=1[Cl:30]>CN(C=O)C.O>[Cl:29][C:28]1[CH:27]=[CH:26][CH:25]=[C:24]([Cl:30])[C:23]=1[CH2:22][N:7]1[C:8]2[C:4](=[C:3]([O:2][CH3:1])[CH:11]=[CH:10][CH:9]=2)[CH:5]=[C:6]1[CH3:12] |f:1.2|. Procedure details: 4-Methoxy-2-methyl-1H-indole (805 mg, 5 mmol) was added to a mixture of 160 mg (4 mmol) of 60% sodium hydride/mineral oil (washed with hexane before adding DMF) in 10 mL of DMF and after stirring for 0.67 hours, 782 mg (4 mmol) of α,2,6-trichlorotoluene was added. The mixture was stirred at room temperature for 5 hours, diluted with water and extracted with ethyl acetate. The ethyl acetate solution was washed with brine, dried (MgSO4) and after concentrating at reduced pressure, the residue was ... The reactants are CC(C)OC(=O)N1CCC(COc2ccc(Br)cc2)CC1, O=C([O-])[O-], COCCOC, O=C(NC1CC1)c1ccc(B(O)O)cc1, [Na+], [Na+], Cl[Pd]Cl, c1ccc(P(c2ccccc2)c2ccccc2)cc1, c1ccc(P(c2ccccc2)c2ccccc2)cc1. Yields the product CC(C)OC(=O)N1CCC(COc2ccc(-c3ccc(C(=O)NC4CC4)cc3)cc2)CC1. As a reaction SMILES: [Br:16][c:17]1[cH:18][cH:19][c:20]([O:23][CH2:24][CH:25]2[CH2:26][CH2:27][N:28]([C:31](=[O:32])[O:33][CH:34]([CH3:35])[CH3:36])[CH2:29][CH2:30]2)[cH:21][cH:22]1.[C:37](=[O:38])([O-:39])[O-:40].[CH3:84][O:85][CH2:86][CH2:87][O:88][CH3:89].[CH:1]1([NH:4][C:5](=[O:6])[c:7]2[cH:8][cH:9][c:10]([B:13]([OH:14])[OH:15])[cH:11][cH:12]2)[CH2:2][CH2:3]1.[Na+:41].[Na+:42].[Pd:43]([Cl:44])[Cl:45].[c:46]1([P:47]([c:48]2[cH:49][cH:50][cH:51][cH:52][cH:53]2)[c:54]2[cH:55][cH:56][cH:57][cH:58][cH:59]2)[cH:60][cH:61][cH:62][cH:63][cH:64]1.[c:65]1([P:66]([c:67]2[cH:68][cH:69][cH:70][cH:71][cH:72]2)[c:73]2[cH:74][cH:75][cH:76][cH:77][cH:78]2)[cH:79][cH:80][cH:81][cH:82][cH:83]1>>[CH:1]1([NH:4][C:5](=[O:6])[c:7]2[cH:8][cH:9][c:10](-[c:17]3[cH:18][cH:19][c:20]([O:23][CH2:24][CH:25]4[CH2:26][CH2:27][N:28]([C:31](=[O:32])[O:33][CH:34]([CH3:35])[CH3:36])[CH2:29][CH2:30]4)[cH:21][cH:22]3)[cH:11][cH:12]2)[CH2:2][CH2:3]1. Product: COc1ccc(Cn2ccnn2)cc1. Reaction SMILES: [CH3:8][O:9][c:10]1[cH:11][cH:12][c:13]([CH2:14][Cl:15])[cH:16][cH:17]1.[H-:1].[Na+:2].[O:18]=[CH:19][N:20]([CH3:21])[CH3:22].[nH:3]1[n:4][n:5][cH:6][cH:7]1>>[n:3]1([CH2:14][c:13]2[cH:12][cH:11][c:10]([O:9][CH3:8])[cH:17][cH:16]2)[n:4][n:5][cH:6][cH:7]1. Reactants: COc1ccc(CCl)cc1, [H-], [Na+], CN(C)C=O, c1c[nH]nn1. The reactants are CC1Cc2ccccc2C(c2ccc(Cl)cc2)N1, ClCCl, N#Cc1ccc(N=C=O)cc1. Yields the product CC1Cc2ccccc2C(c2ccc(Cl)cc2)N1C(=O)Nc1ccc(C#N)cc1. RXN SMILES: [Cl:1][c:2]1[cH:3][cH:4][c:5]([CH:8]2[NH:9][CH:10]([CH3:18])[CH2:11][c:12]3[cH:13][cH:14][cH:15][cH:16][c:17]32)[cH:6][cH:7]1.[Cl:30][CH2:31][Cl:32].[N:19](=[C:20]=[O:21])[c:22]1[cH:23][cH:24][c:25]([C:26]#[N:27])[cH:28][cH:29]1>>[Cl:1][c:2]1[cH:3][cH:4][c:5]([CH:8]2[N:9]([C:20]([NH:19][c:22]3[cH:23][cH:24][c:25]([C:26]#[N:27])[cH:28][cH:29]3)=[O:21])[CH:10]([CH3:18])[CH2:11][c:12]3[cH:13][cH:14][cH:15][cH:16][c:17]32)[cH:6][cH:7]1.